This data is from the Open Reaction Database (ORD), a public repository of structured organic reaction records. The task is: describe an organic reaction: reactants, conditions, products, and yield Reactants: FC1=C(C=2CCC(N3C=C(C(C(C23)=C1)=O)C(=O)O)C)Br (9-fluoro-8-bromo-5-methyl-6,7-dihydro-1-oxo-1H,5H-benzo[ij]quinolizine-2-carboxylic acid), C(C)(=O)[O-] (acetate). Solvent: CN(P(N(C)C)(N(C)C)=O)C (hexamethylphosphoric triamide), CN(P(N(C)C)(N(C)C)=O)C (hexamethylphosphoric triamide). Reaction conditions: temperature 160 celsius. Product: FC1=C(C=2CCC(N3C=C(C(C(C23)=C1)=O)C(=O)O)C)N1CCC(CC1)=O (9-fluoro-8-(4-oxo-1-piperidyl)-5-methyl-6,7-dihydro-1-oxo-1H,5H-benzo[ij]quinolizine-2-carboxylic acid). Isolated yield 55.1%. Reaction SMILES: [F:1][C:2]1[CH:14]=[C:12]2[C:13]3[N:8]([CH:9]=[C:10]([C:16]([OH:18])=[O:17])[C:11]2=[O:15])[CH:7]([CH3:19])[CH2:6][CH2:5][C:4]=3[C:3]=1Br.[C:21]([O-:24])(=O)[CH3:22]>CN(C)P(=O)(N(C)C)N(C)C>[F:1][C:2]1[CH:14]=[C:12]2[C:13]3[N:8]([CH:9]=[C:10]([C:16]([OH:18])=[O:17])[C:11]2=[O:15])[CH:7]([CH3:19])[CH2:6][CH2:5][C:4]=3[C:3]=1[N:8]1[CH2:9][CH2:22][C:21](=[O:24])[CH2:6][CH2:7]1. Reported procedure: A mixture of 3 g of 9-fluoro-8-bromo-5-methyl-6,7-dihydro-1-oxo-1H,5H-benzo[ij]quinolizine-2-carboxylic acid, 5 g of 4-piperidineethylene acetate and 30 ml of hexamethylphosphoric triamide was heated at 160° C. on an oil bath for 6 hours. After completion of reaction, hexamethylphosphoric triamide was distilled off under reduced pressure, and to the residue was added ethyl acetate to precipitate crystals which then were recrystallized from dimethylformamide containing a small amount of dilute hy... Starting materials: Cn1cc(B2OC(C)(C)C(C)(C)O2)cn1, CN(CCCCOc1ccc(-n2nnnc2-c2cc(Br)cnc2N)c(F)c1F)C(=O)OC(C)(C)C, [Na+], O=C([O-])O, CN(C)C=O. Product: CN(CCCCOc1ccc(-n2nnnc2-c2cc(-c3cnn(C)c3)cnc2N)c(F)c1F)C(=O)OC(C)(C)C. RXN SMILES: [CH3:36][n:37]1[n:38][cH:39][c:40]([B:42]2[O:43][C:44]([CH3:45])([CH3:46])[C:47]([CH3:48])([CH3:49])[O:50]2)[cH:41]1.[NH2:1][c:2]1[n:3][cH:4][c:5]([Br:35])[cH:6][c:7]1-[c:8]1[n:9][n:10][n:11][n:12]1-[c:13]1[c:14]([F:34])[c:15]([F:33])[c:16]([O:17][CH2:18][CH2:19][CH2:20][CH2:21][N:22]([C:23]([O:24][C:25]([CH3:26])([CH3:27])[CH3:28])=[O:29])[CH3:30])[cH:31][cH:32]1.[Na+:55].[O-:51][C:52]([OH:53])=[O:54].[O:56]=[CH:57][N:58]([CH3:59])[CH3:60]>>[NH2:1][c:2]1[n:3][cH:4][c:5](-[c:40]2[cH:39][n:38][n:37]([CH3:36])[cH:41]2)[cH:6][c:7]1-[c:8]1[n:9][n:10][n:11][n:12]1-[c:13]1[c:14]([F:34])[c:15]([F:33])[c:16]([O:17][CH2:18][CH2:19][CH2:20][CH2:21][N:22]([C:23]([O:24][C:25]([CH3:26])([CH3:27])[CH3:28])=[O:29])[CH3:30])[cH:31][cH:32]1. Starting materials: CC(C)(C)OC(=O)N[C@@H]1CCC[C@@H](C1)C(=O)N, CC1(CC2=NC=C(N2C1)C3=CC(=NC=C3F)Cl)C. Reagents/catalysts: C(=O)([O-])[O-].[Cs+].[Cs+], CC1(C2=C(C(=CC=C2)P(C3=CC=CC=C3)C4=CC=CC=C4)OC5=C1C=CC=C5P(C6=CC=CC=C6)C7=CC=CC=C7)C, C1=CC=C(C=C1)P(C2=CC=CC=C2)C3=CC=CC=C3.C1=CC=C(C=C1)P(C2=CC=CC=C2)C3=CC=CC=C3.C1=CC=C(C=C1)P(C2=CC=CC=C2)C3=CC=CC=C3.C1=CC=C(C=C1)P(C2=CC=CC=C2)C3=CC=CC=C3.[Pd]. The solvent is C1COCCO1. Run at temperature 120 celsius. Product: CC1(CC2=NC=C(N2C1)C3=CC(=NC=C3F)NC(=O)[C@H]4CCC[C@H](C4)NC(=O)OC(C)(C)C)C. Yield: 80.0%. Procedure details: Tetrakis(triphenylphosphine)palladium(0) (43.5 mg, 0.04 mmol) was added to 3-(2-chloro-5-fluoropyridin-4-yl)-6,6-dimethyl-6,7-dihydro-5H-pyrrolo[1,2-a]imidazole (100 mg, 0.38 mmol), tert-butyl ((1R,3S)-3-carbamoylcyclohexyl)carbamate (109 mg, 0.45 mmol) and 9,9-dimethyl-4,5-bis(diphenylphosphino)xanthene (43.6 mg, 0.08 mmol) and Cesium carbonate (368 mg, 1.13 mmol) in 1,4-dioxane (5.98 ml). Degassed for 5 mins under nitrogen and the resulting suspension was stirred at 120 °C for 3 hours in the m... Starting materials: COc1ccc(CN(Cc2ccc(OC)cc2)c2ncc(-c3nc(N4CCOCC4)nc4c3CCN4)cn2)cc1, CNCc1cccc(C(=O)N2CCN(C)CC2)c1, COc1ccc(CN(Cc2ccc(OC)cc2)c2ncc(-c3nc(N4CCOCC4)nc4c3CCN4C(=O)N(C)Cc3cccc(C(=O)N4CCN(C)CC4)c3)cn2)cc1. Yields the product CN1CCN(C(=O)c2cccc(CN(C)C(=O)N3CCc4c(-c5cnc(N)nc5)nc(N5CCOCC5)nc43)c2)CC1. RXN SMILES: [CH3:1][O:2][c:3]1[cH:4][cH:5][c:6]([CH2:7][N:8]([CH2:9][c:10]2[cH:11][cH:12][c:13]([O:14][CH3:15])[cH:16][cH:17]2)[c:18]2[n:19][cH:20][c:21](-[c:22]3[c:23]4[c:27]([n:28][c:29]([N:30]5[CH2:31][CH2:32][O:33][CH2:34][CH2:35]5)[n:36]3)[NH:26][CH2:25][CH2:24]4)[cH:37][n:38]2)[cH:39][cH:40]1.[CH3:41][NH:42][CH2:43][c:44]1[cH:45][c:46]([C:47]([N:48]2[CH2:49][CH2:50][N:51]([CH3:52])[CH2:53][CH2:54]2)=[O:55])[cH:56][cH:57][cH:58]1.[CH3:59][N:60]([C:61](=[O:62])[N:63]1[CH2:64][CH2:65][c:66]2[c:67]1[n:68][c:69]([N:97]1[CH2:98][CH2:99][O:100][CH2:101][CH2:102]1)[n:70][c:71]2-[c:72]1[cH:73][n:74][c:75]([N:78]([CH2:79][c:80]2[cH:81][cH:82][c:83]([O:84][CH3:85])[cH:86][cH:87]2)[CH2:88][c:89]2[cH:90][cH:91][c:92]([O:93][CH3:94])[cH:95][cH:96]2)[n:76][cH:77]1)[CH2:103][c:104]1[cH:105][c:106]([C:110](=[O:111])[N:112]2[CH2:113][CH2:114][N:115]([CH3:118])[CH2:116][CH2:117]2)[cH:107][cH:108][cH:109]1>>[CH3:59][N:60]([C:61](=[O:62])[N:63]1[CH2:64][CH2:65][c:66]2[c:67]1[n:68][c:69]([N:97]1[CH2:98][CH2:99][O:100][CH2:101][CH2:102]1)[n:70][c:71]2-[c:72]1[cH:73][n:74][c:75]([NH2:78])[n:76][cH:77]1)[CH2:103][c:104]1[cH:105][c:106]([C:110](=[O:111])[N:112]2[CH2:113][CH2:114][N:115]([CH3:118])[CH2:116][CH2:117]2)[cH:107][cH:108][cH:109]1. Reaction conditions: temperature 180 celsius. Reported procedure: To a suspension of 2-chloro-nicotinic acid (4.10 g, 0.026 mol; CAS Reg. No. 2942-59-8) in polyphosphoric acid (50 g) was added 4,5-difluoro-benzene-1,2-diamine (3.86 g, 0.026 mol; CAS Reg. No. 76179-40-3) and the resulting mixture was heated to 180° C. for 1 h. The reaction mixture was then cooled and neutralized with ice cold 10% aqueous sodium carbonate solution, and then extracted with ethyl acetate. The combined organic layer was dried over sodium sulfate, filtered, and evaporated under redu... Reactants: ClC1=C(C(=O)O)C=CC=N1 (2-chloro-nicotinic acid), FC=1C=C(C(=CC1F)N)N (4,5-difluoro-benzene-1,2-diamine), ice. Product: ClC1=NC=CC=C1C1=NC2=C(N1)C=C(C(=C2)F)F (2-(2-Chloro-pyridin-3-yl)-5,6-difluoro-1H-benzoimidazole). Reaction SMILES: [Cl:1][C:2]1[N:10]=[CH:9][CH:8]=[CH:7][C:3]=1[C:4](O)=O.[F:11][C:12]1[CH:13]=[C:14]([NH2:20])[C:15]([NH2:19])=[CH:16][C:17]=1[F:18]>>[Cl:1][C:2]1[C:3]([C:4]2[NH:19][C:15]3[CH:16]=[C:17]([F:18])[C:12]([F:11])=[CH:13][C:14]=3[N:20]=2)=[CH:7][CH:8]=[CH:9][N:10]=1. Isolated yield 48.0%. The solvent is polyphosphoric acid. Starting materials: CC(CN1CCCC1)(C)N1C=NC(=C1)NC(C(CCC)N)=O (2-Amino-pentanoic acid [1-(1,1-dimethyl-2-pyrrolidin-1-yl-ethyl)-1H-imidazol-4-yl]-amide), ClC=1C=C2CCC(CC2=C(C1)Cl)=O (6,8-dichloro-3,4-dihydro-1H-naphthalen-2-one). Product: CC(CN1CCCC1)(C)N1C=NC(=C1)NC(C(CCC)NC1CC2=C(C=C(C=C2CC1)Cl)Cl)=O (2-(6,8-Dichloro-1,2,3,4-tetrahydro-naphthalen-2-ylamino)-pentanoic acid [1-(1,1-dimethyl-2-pyrrolidin-1-yl-ethyl)-1H-imidazol-4-yl]-amide). RXN SMILES: [CH3:1][C:2]([N:10]1[CH:14]=[C:13]([NH:15][C:16](=[O:22])[CH:17]([NH2:21])[CH2:18][CH2:19][CH3:20])[N:12]=[CH:11]1)([CH3:9])[CH2:3][N:4]1[CH2:8][CH2:7][CH2:6][CH2:5]1.[Cl:23][C:24]1[CH:25]=[C:26]2[C:31](=[C:32]([Cl:34])[CH:33]=1)[CH2:30][C:29](=O)[CH2:28][CH2:27]2>>[CH3:1][C:2]([N:10]1[CH:14]=[C:13]([NH:15][C:16](=[O:22])[CH:17]([NH:21][CH:29]2[CH2:28][CH2:27][C:26]3[C:31](=[C:32]([Cl:34])[CH:33]=[C:24]([Cl:23])[CH:25]=3)[CH2:30]2)[CH2:18][CH2:19][CH3:20])[N:12]=[CH:11]1)([CH3:9])[CH2:3][N:4]1[CH2:8][CH2:7][CH2:6][CH2:5]1. Procedure: 2-Amino-pentanoic acid [1-(1,1-dimethyl-2-pyrrolidin-1-yl-ethyl)-1H-imidazol-4-yl]-amide was reacted with 6,8-dichloro-3,4-dihydro-1H-naphthalen-2-one to provide the title compound: C13 NMR (100 MHz, CDCl3) 14.2, 19.5, 19.6, 24.3, 26.6, 26.6, 26.7, 28.5, 29.5, 34.0, 34.7, 36.6, 52.5, 53.2, 56.0, 59.1, 59.2, 60.1, 60.8, 67.3, 104.8, 126.7, 127.2, 127.3, 131.1, 131.5, 131.7, 131.8, 131.9, 135.3, 137.3, 139.7, 140.0, 172.2, 172.4; MS m/z 506.4, 508.4 (M+1). The reactants are O=c1c(Br)cc(-c2ccccn2)cn1-c1ccccc1, O=C([O-])[O-], CN(C)C=O, I[Cu]I, [K+], [K+], N, O, Oc1ccccc1. The product is O=c1c(Oc2ccccc2)cc(-c2ccccn2)cn1-c1ccccc1. RXN SMILES: [Br:1][c:2]1[c:3](=[O:20])[n:4](-[c:14]2[cH:15][cH:16][cH:17][cH:18][cH:19]2)[cH:5][c:6](-[c:8]2[n:9][cH:10][cH:11][cH:12][cH:13]2)[cH:7]1.[C:28](=[O:29])([O-:30])[O-:31].[CH3:36][N:37]([CH3:38])[CH:39]=[O:40].[Cu:41]([I:42])[I:43].[K+:32].[K+:33].[NH3:35].[OH2:34].[OH:21][c:22]1[cH:23][cH:24][cH:25][cH:26][cH:27]1>>[c:2]1([O:21][c:22]2[cH:23][cH:24][cH:25][cH:26][cH:27]2)[c:3](=[O:20])[n:4](-[c:14]2[cH:15][cH:16][cH:17][cH:18][cH:19]2)[cH:5][c:6](-[c:8]2[n:9][cH:10][cH:11][cH:12][cH:13]2)[cH:7]1.